Task: describe an organic reaction: reactants, conditions, products, and yield. Dataset: the Open Reaction Database (ORD), a public repository of structured organic reaction records The reactants are O1[C@@H](C1)COC1=CC=CC=2NC3=CC=CC=C3C12 (4-[(2S)-oxiranylmethoxy]-9H-carbazole), NCC1CCN(CC1)CCCC(F)(F)F (4-aminomethyl-1-(4,4,4-trifluorobutyl)-piperidine). The product is C1=CC=C(C=2C3=CC=CC=C3NC12)OC[C@H](CNCC1CCN(CC1)CCCC(F)(F)F)O ((2S)-1-(9H-Carbazol-4-yloxy)-3-{[1-(4,4,4-trifluoro-butyl)-piperidin-4-ylmethyl]-amino}-propan-2-ol). Isolated yield 45.6%. Reaction SMILES: [O:1]1[CH2:3][C@H:2]1[CH2:4][O:5][C:6]1[C:18]2[C:17]3[C:12](=[CH:13][CH:14]=[CH:15][CH:16]=3)[NH:11][C:10]=2[CH:9]=[CH:8][CH:7]=1.[NH2:19][CH2:20][CH:21]1[CH2:26][CH2:25][N:24]([CH2:27][CH2:28][CH2:29][C:30]([F:33])([F:32])[F:31])[CH2:23][CH2:22]1>>[CH:9]1[C:10]2[NH:11][C:12]3[C:17](=[CH:16][CH:15]=[CH:14][CH:13]=3)[C:18]=2[C:6]([O:5][CH2:4][C@@H:2]([OH:1])[CH2:3][NH:19][CH2:20][CH:21]2[CH2:26][CH2:25][N:24]([CH2:27][CH2:28][CH2:29][C:30]([F:33])([F:31])[F:32])[CH2:23][CH2:22]2)=[CH:7][CH:8]=1. Procedure: Prepared from 4-[(2S)-oxiranylmethoxy]-9H-carbazole (0.125 g, 0.52 mmol) and 4-aminomethyl-1-(4,4,4-trifluorobutyl)-piperidine (0.224 g, 1.0 mmol) according to the procedure used for Example 2 to give 0.110 g of the title compound as a tan solid. Reactants: Cc1c[nH]c2nccc(Nc3c(F)cc(N(Cc4ccccc4)Cc4ccccc4)cc3F)c12, CCO, Cl, [H][H]. Yields the product Cc1c[nH]c2nccc(Nc3c(F)cc(N)cc3F)c12. As a reaction SMILES: [CH2:1]([N:8]([CH2:2][c:3]1[cH:4][cH:5][cH:6][cH:7][cH:28]1)[c:9]1[cH:10][c:11]([F:27])[c:12]([NH:16][c:17]2[c:18]3[c:19]([n:20][cH:21][cH:22]2)[nH:23][cH:24][c:25]3[CH3:26])[c:13]([F:15])[cH:14]1)[c:29]1[cH:30][cH:31][cH:32][cH:33][cH:34]1.[CH3:38][CH2:39][OH:40].[ClH:35].[H:36][H:37]>>[NH2:8][c:9]1[cH:10][c:11]([F:27])[c:12]([NH:16][c:17]2[c:18]3[c:19]([n:20][cH:21][cH:22]2)[nH:23][cH:24][c:25]3[CH3:26])[c:13]([F:15])[cH:14]1. Starting materials: FC1C2COCC(CC1=O)N2C(=O)OCC2=CC=CC=C2 (benzyl 6-fluoro-7-oxo-3-oxa-9-azabicyclo[3.3.1]nonane-9-carboxylate), [H-].[Na+] (NaH), COP(=O)(OC)CC(=O)OC (methyl 2-dimethoxyphosphorylacetate). The solvent is O1CCCC1 (tetrahydrofuran), O1CCCC1 (tetrahydrofuran), O1CCCC1 (tetrahydrofuran). Reaction conditions: temperature 70 celsius, time 1 hour. Yields the product FC1C2COCC(CC1CC(=O)OC)N2 (methyl 2-(6-fluoro-3-oxa-9-azabicyclo[3.3.1]nonan-7-yl)acetate), benzyl (7Z/E)-6-fluoro-7-(2-methoxy-2-oxo-ethylidene)-3-oxa-9-azabicyclo[3.3.1]nonane-9-carboxylate. Isolated yield 89.0%. RXN SMILES: [H-].[Na+].COP([CH2:9][C:10]([O:12][CH3:13])=[O:11])(OC)=O.[F:14][CH:15]1[C:22](=O)[CH2:21][CH:20]2[N:24](C(OCC3C=CC=CC=3)=O)[CH:16]1[CH2:17][O:18][CH2:19]2>O1CCCC1>[F:14][CH:15]1[CH:22]([CH2:9][C:10]([O:12][CH3:13])=[O:11])[CH2:21][CH:20]2[NH:24][CH:16]1[CH2:17][O:18][CH2:19]2 |f:0.1|. Procedure: To a solution of NaH (273 mg, 11.4 mmol) in tetrahydrofuran (30 mL) at 0° C. was added dropwise a solution of methyl 2-dimethoxyphosphorylacetate (2.1 g, 11.4 mmol) in tetrahydrofuran (10 mL). The reaction was stirred at 70° C. for 1 hour and then cooled to 0° C. again. To the reaction mixture was added a solution of benzyl 6-fluoro-7-oxo-3-oxa-9-azabicyclo[3.3.1]nonane-9-carboxylate 100c (1.7 g, 5.7 mmol) in tetrahydrofuran (8 mL). The reaction was allowed to warm up to room temperature and sti... Starting materials: C(C)NC1=CC=CC=C1 (Ethylaniline), C([O-])([O-])=O.[Na+].[Na+] (Sodium Carbonate), O (water), CCOCC (ether). Run at time 40 hour. Product: C(C)N(C1=CC=CC=C1)CC#C (N-Ethyl-N-Propargylaniline). Isolated yield 56.0%. Reaction SMILES: [CH2:1]([NH:3][C:4]1[CH:9]=[CH:8][CH:7]=[CH:6][CH:5]=1)[CH3:2].[C:10](=O)([O-])[O-].[Na+].[Na+].O.CCO[CH2:20][CH3:21]>>[CH2:1]([N:3]([CH2:10][C:20]#[CH:21])[C:4]1[CH:9]=[CH:8][CH:7]=[CH:6][CH:5]=1)[CH3:2] |f:1.2.3|. Procedure: The procedure follows that of (Reppe and Mitarbeiter, Annalen der Chemie, 596:38-75 (1955)). Ethylaniline (37.1 g, 0.300 Moles) and Benzenesunfonylchloride (60.7 g, 0.300 Moles); are combined in a 500 mL Erlenmeyer flask. To this is added 125 mL of 13% Sodium Carbonate and 100 mL of water and the mixture stirred for 40 hours. The mixture was extracted with ether, dried and 97 mL Acetic anhydride added, the ether evaporated, thinned with benzene and finally extracted with 3:1 Hydrochloric acid. T...